From a dataset of the Open Reaction Database (ORD), a public repository of structured organic reaction records. describe an organic reaction: reactants, conditions, products, and yield Starting materials: CC(=O)OC(C)=O, Cl, N#Cc1ccn2ncc(-c3ncc4[nH]c(=O)n(C5CCCNC5)c4n3)c2c1, CN(C)C=O. Yields the product CC(=O)N1CCCC(n2c(=O)[nH]c3cnc(-c4cnn5ccc(C#N)cc45)nc32)C1. Reaction SMILES: [CH3:29][C:30](=[O:31])[O:32][C:33](=[O:34])[CH3:35].[ClH:1].[O:2]=[c:3]1[n:4]([CH:23]2[CH2:24][NH:25][CH2:26][CH2:27][CH2:28]2)[c:5]2[n:6][c:7](-[c:12]3[cH:13][n:14][n:15]4[c:16]3[cH:17][c:18]([C:21]#[N:22])[cH:19][cH:20]4)[n:8][cH:9][c:10]2[nH:11]1.[O:36]=[CH:37][N:38]([CH3:39])[CH3:40]>>[O:2]=[c:3]1[n:4]([CH:23]2[CH2:24][N:25]([C:30]([CH3:29])=[O:31])[CH2:26][CH2:27][CH2:28]2)[c:5]2[n:6][c:7](-[c:12]3[cH:13][n:14][n:15]4[c:16]3[cH:17][c:18]([C:21]#[N:22])[cH:19][cH:20]4)[n:8][cH:9][c:10]2[nH:11]1.